Dataset: the Open Reaction Database (ORD), a public repository of structured organic reaction records. Task: describe an organic reaction: reactants, conditions, products, and yield Reactants: C(#N)C(C)(C)C=1C=C(C(=O)O)C=CC1 (3-(1-cyano-1-methylethyl)benzoic acid), C(C(=O)Cl)(=O)Cl (oxalyl chloride). The reagents and catalysts are CN(C=O)C (N,N-dimethylformamide). Run in O1CCCC1 (tetrahydrofuran). Run at time 1 hour. Product: C(#N)C(C)(C)C=1C=C(C(=O)Cl)C=CC1 (3-(1-cyano-1-methylethyl)benzoyl chloride). RXN SMILES: [C:1]([C:3]([C:6]1[CH:7]=[C:8]([CH:12]=[CH:13][CH:14]=1)[C:9](O)=[O:10])([CH3:5])[CH3:4])#[N:2].C(Cl)(=O)C([Cl:18])=O>O1CCCC1.CN(C)C=O>[C:1]([C:3]([C:6]1[CH:7]=[C:8]([CH:12]=[CH:13][CH:14]=1)[C:9]([Cl:18])=[O:10])([CH3:5])[CH3:4])#[N:2]. Reported procedure: To a solution of 3-(1-cyano-1-methylethyl)benzoic acid (5.00 g, 26.4 mmol) in tetrahydrofuran (50 mL) were added oxalyl chloride (2.70 mL, 31.7 mmol) and N,N-dimethylformamide (2 drops), and the mixture was stirred at room temperature for 1 hr. The reaction mixture was concentrated under reduced pressure to give 3-(1-cyano-1-methylethyl)benzoyl chloride as a pale-yellow oily substance. Starting materials: ClC=1N=C(C2=C(N1)SC(=N2)C(=O)N2C(CN(CC2)C2COC2)(C)C)N2CCOCC2 ((5-chloro-7-morpholin-4-ylthiazolo[5,4-d]pyrimidin-2-yl)-(2,2-dimethyl-4-oxetan-3-ylpiperazin-1-yl)methanone), C(C)C=1NC2=C(N1)C=CC=C2 (2-ethylbenzimidazole), CC(C)C1=CC(=C(C(=C1)C(C)C)C2=C(C=CC=C2)P(C3CCCCC3)C4CCCCC4)C(C)C (XPhos), C(=O)([O-])[O-].[Cs+].[Cs+] (Cs2CO3). Reagents/catalysts: C=1C=CC(=CC1)/C=C/C(=O)/C=C/C2=CC=CC=C2.C=1C=CC(=CC1)/C=C/C(=O)/C=C/C2=CC=CC=C2.C=1C=CC(=CC1)/C=C/C(=O)/C=C/C2=CC=CC=C2.[Pd].[Pd] (tris(dibenzylideneacetone)dipalladium). The solvent is CN(C)C=O (DMF). Conditions: temperature 150 celsius. Product: CC1(N(CCN(C1)C1COC1)C(=O)C=1SC=2N=C(N=C(C2N1)N1CCOCC1)N1C(=NC2=C1C=CC=C2)CC)C ((2,2-dimethyl-4-(oxetan-3-yl)piperazin-1-yl)(5-(2-ethyl-1H-benzo[d]imidazol-1-yl)-7-morpholinothiazolo[5,4-d]pyrimidin-2-yl)methanone). RXN SMILES: Cl[C:2]1[N:3]=[C:4]([N:25]2[CH2:30][CH2:29][O:28][CH2:27][CH2:26]2)[C:5]2[N:10]=[C:9]([C:11]([N:13]3[CH2:18][CH2:17][N:16]([CH:19]4[CH2:22][O:21][CH2:20]4)[CH2:15][C:14]3([CH3:24])[CH3:23])=[O:12])[S:8][C:6]=2[N:7]=1.[CH2:31]([C:33]1[NH:34][C:35]2[CH:41]=[CH:40][CH:39]=[CH:38][C:36]=2[N:37]=1)[CH3:32].CC(C1C=C(C(C)C)C(C2C=CC=CC=2P(C2CCCCC2)C2CCCCC2)=C(C(C)C)C=1)C.C([O-])([O-])=O.[Cs+].[Cs+]>CN(C=O)C.C1C=CC(/C=C/C(/C=C/C2C=CC=CC=2)=O)=CC=1.C1C=CC(/C=C/C(/C=C/C2C=CC=CC=2)=O)=CC=1.C1C=CC(/C=C/C(/C=C/C2C=CC=CC=2)=O)=CC=1.[Pd].[Pd]>[CH3:23][C:14]1([CH3:24])[CH2:15][N:16]([CH:19]2[CH2:22][O:21][CH2:20]2)[CH2:17][CH2:18][N:13]1[C:11]([C:9]1[S:8][C:6]2[N:7]=[C:2]([N:34]3[C:35]4[CH:41]=[CH:40][CH:39]=[CH:38][C:36]=4[N:37]=[C:33]3[CH2:31][CH3:32])[N:3]=[C:4]([N:25]3[CH2:30][CH2:29][O:28][CH2:27][CH2:26]3)[C:5]=2[N:10]=1)=[O:12] |f:3.4.5,7.8.9.10.11|. Reported procedure: A mixture of (5-chloro-7-morpholin-4-ylthiazolo[5,4-d]pyrimidin-2-yl)-(2,2-dimethyl-4-oxetan-3-ylpiperazin-1-yl)methanone (137 mg, 0.30 mmol), 2-ethylbenzimidazole (47 mg, 0.32 mmol), tris(dibenzylideneacetone)dipalladium (8 mg, 2.5 mol %), XPhos (13 mg, 10 mol %) and Cs2CO3 (140 mg, 0.43 mmol) in DMF (4 mL) was purged with argon then heated at 150° C. for 30 min in a microwave reactor. The reaction mixture was loaded onto an Isolute® SCX-2 cartridge which was washed with MeOH and the product el... The reactants are CO, CCCC(=O)CC(=O)OC. The product is CCCC(O)CC(=O)OC. RXN SMILES: [CH3:11][OH:12].[O:1]=[C:2]([CH2:3][C:4](=[O:5])[O:6][CH3:7])[CH2:8][CH2:9][CH3:10]>>[OH:1][CH:2]([CH2:3][C:4](=[O:5])[O:6][CH3:7])[CH2:8][CH2:9][CH3:10]. Starting materials: CC(C)(C)OC(=O)CBr, CCCCCCCCNS(=O)(=O)c1ccc(C)cc1, C1CCOC1, C[Si](C)(C)[N-][Si](C)(C)C, CCOC(C)=O, [Cl-], [Li+], [NH4+]. Product: CCCCCCCCN(CC(=O)OC(C)(C)C)S(=O)(=O)c1ccc(C)cc1. Reaction SMILES: [Br:30][CH2:31][C:32](=[O:33])[O:34][C:35]([CH3:36])([CH3:37])[CH3:38].[CH2:1]([CH2:2][CH2:3][CH2:4][CH2:5][CH2:6][CH2:7][CH3:8])[NH:9][S:10](=[O:11])(=[O:12])[c:13]1[cH:14][cH:15][c:16]([CH3:19])[cH:17][cH:18]1.[CH2:39]1[O:40][CH2:41][CH2:42][CH2:43]1.[CH3:21][Si:22]([N-:23][Si:24]([CH3:25])([CH3:26])[CH3:27])([CH3:28])[CH3:29].[CH3:46][CH2:47][O:48][C:49](=[O:50])[CH3:51].[Cl-:44].[Li+:20].[NH4+:45]>>[CH2:1]([CH2:2][CH2:3][CH2:4][CH2:5][CH2:6][CH2:7][CH3:8])[N:9]([S:10](=[O:11])(=[O:12])[c:13]1[cH:14][cH:15][c:16]([CH3:19])[cH:17][cH:18]1)[CH2:31][C:32](=[O:33])[O:34][C:35]([CH3:36])([CH3:37])[CH3:38]. The reactants are C(C1=CC=CC=C1)OC1=C2C=C(N(C2=CC=C1)C)C(=O)O (4-benzyloxy-1-methyl-1H-indole-2-carboxylic acid), N1CCCC1 (pyrrolidine). Yields the product OC1=C2C=C(N(C2=CC=C1)C)C(=O)N1CCCC1 (4-Hydroxy-1-methyl-2-(pyrrolidin-1-ylcarbonyl)-1H-indole). As a reaction SMILES: C([O:8][C:9]1[CH:17]=[CH:16][CH:15]=[C:14]2[C:10]=1[CH:11]=[C:12]([C:19]([OH:21])=O)[N:13]2[CH3:18])C1C=CC=CC=1.[NH:22]1[CH2:26][CH2:25][CH2:24][CH2:23]1>>[OH:8][C:9]1[CH:17]=[CH:16][CH:15]=[C:14]2[C:10]=1[CH:11]=[C:12]([C:19]([N:22]1[CH2:26][CH2:25][CH2:24][CH2:23]1)=[O:21])[N:13]2[CH3:18]. Procedure: From 4-benzyloxy-1-methyl-1H-indole-2-carboxylic acid and pyrrolidine the title compound was prepared by a method analogous to that described in Example 11. MS ES (M++H)=245. The reactants are OC1=CC=C(C=C1)C1=NC2=C(N1CC1=CC=C(C=C1)C=1C(=CC=CC1)C(=O)OC(C)(C)C)C=CC=C2 (tert.butyl 4'-[(2-(4-hydroxyphenyl)-benzimidazol-1-yl)-methyl]biphenyl-2-carboxylate), FC(C(=O)O)(F)F.C(Cl)Cl (trifluoroacetic acid methylene chloride). The product is OC1=CC=C(C=C1)C1=NC2=C(N1CC1=CC=C(C=C1)C=1C(=CC=CC1)C(=O)O)C=CC=C2 (4'-[(2-(4-Hydroxyphenyl)-benzimidazol-1-yl)-methyl]biphenyl-2-carboxylic acid). RXN SMILES: [OH:1][C:2]1[CH:7]=[CH:6][C:5]([C:8]2[N:12]([CH2:13][C:14]3[CH:19]=[CH:18][C:17]([C:20]4[C:21]([C:26]([O:28]C(C)(C)C)=[O:27])=[CH:22][CH:23]=[CH:24][CH:25]=4)=[CH:16][CH:15]=3)[C:11]3[CH:33]=[CH:34][CH:35]=[CH:36][C:10]=3[N:9]=2)=[CH:4][CH:3]=1.FC(F)(F)C(O)=O.C(Cl)Cl>>[OH:1][C:2]1[CH:7]=[CH:6][C:5]([C:8]2[N:12]([CH2:13][C:14]3[CH:15]=[CH:16][C:17]([C:20]4[C:21]([C:26]([OH:28])=[O:27])=[CH:22][CH:23]=[CH:24][CH:25]=4)=[CH:18][CH:19]=3)[C:11]3[CH:33]=[CH:34][CH:35]=[CH:36][C:10]=3[N:9]=2)=[CH:4][CH:3]=1 |f:1.2|. Procedure: Prepared in analogous manner to Example 9 from tert.butyl 4'-[(2-(4-hydroxyphenyl)-benzimidazol-1-yl)-methyl]biphenyl-2-carboxylate and trifluoroacetic acid/methylene chloride.